This data is from the Open Reaction Database (ORD), a public repository of structured organic reaction records. The task is: describe an organic reaction: reactants, conditions, products, and yield Procedure: To a solution of 9.25 grams (0.0442 moles) of 1-t-butylazo-1-isocyanatocyclohexane in 50 ml of methanol in a 250 ml 3-neck round bottom flask equipped with a magnetic stirrer, thermometer, gas addition tube and dry ice condenser was added gaseous ammonia until a gentle ammonia reflux was maintained in the condenser. The reaction was stirred for 90 minutes at room temperature, poured into 300 ml water and the solid that formed was filtered off. The filter cake was air dried leaving 9.0 grams (90%... Product: C(C)(C)(C)N=NC1(CCCCC1)NC(=O)N (N-[1-(t-Butylazo)cyclohexyl]urea). Run in CO (methanol). The reactants are carbonyl, O (water), N (ammonia), N (ammonia), product, [N-]=C=O (isocyanate), C(C)(C)(C)N=NC1(CCCCC1)N=C=O (1-t-butylazo-1-isocyanatocyclohexane). As a reaction SMILES: [C:1]([N:5]=[N:6][C:7]1([N:13]=[C:14]=[O:15])[CH2:12][CH2:11][CH2:10][CH2:9][CH2:8]1)([CH3:4])([CH3:3])[CH3:2].N.O.[N-:18]=C=O>CO>[C:1]([N:5]=[N:6][C:7]1([NH:13][C:14]([NH2:18])=[O:15])[CH2:12][CH2:11][CH2:10][CH2:9][CH2:8]1)([CH3:4])([CH3:2])[CH3:3]. Conditions: time 90 minute.